Task: describe an organic reaction: reactants, conditions, products, and yield. Dataset: the Open Reaction Database (ORD), a public repository of structured organic reaction records Starting materials: CCCC[N+](CCCC)(CCCC)CCCC, C1CCOC1, CS(=O)(=O)N(c1nc(Cl)c(C(=O)NCc2ccc(Cl)c(Oc3cc(Cl)cc(C#N)c3)c2F)[nH]1)S(C)(=O)=O, [F-]. Yields the product CS(=O)(=O)Nc1nc(Cl)c(C(=O)NCc2ccc(Cl)c(Oc3cc(Cl)cc(C#N)c3)c2F)[nH]1. Reaction SMILES: [CH2:39]([N+:40]([CH2:41][CH2:42][CH2:43][CH3:44])([CH2:45][CH2:46][CH2:47][CH3:48])[CH2:49][CH2:50][CH2:51][CH3:52])[CH2:53][CH2:54][CH3:55].[CH2:56]1[O:57][CH2:58][CH2:59][CH2:60]1.[CH3:1][S:2](=[O:3])(=[O:4])[N:5]([c:6]1[nH:7][c:8]([C:12](=[O:13])[NH:14][CH2:15][c:16]2[c:17]([F:33])[c:18]([O:23][c:24]3[cH:25][c:26]([Cl:32])[cH:27][c:28]([C:30]#[N:31])[cH:29]3)[c:19]([Cl:22])[cH:20][cH:21]2)[c:9]([Cl:11])[n:10]1)[S:34]([CH3:35])(=[O:36])=[O:37].[F-:38]>>[CH3:1][S:2](=[O:3])(=[O:4])[NH:5][c:6]1[nH:7][c:8]([C:12](=[O:13])[NH:14][CH2:15][c:16]2[c:17]([F:33])[c:18]([O:23][c:24]3[cH:25][c:26]([Cl:32])[cH:27][c:28]([C:30]#[N:31])[cH:29]3)[c:19]([Cl:22])[cH:20][cH:21]2)[c:9]([Cl:11])[n:10]1. Starting materials: ClC=1C2=C(SC1C(=O)O)C=C1C(=C2)OCO1 (3-Chloro-5,6-(methylenedioxy)-benzo[b]thiophene-2-carboxylic acid), [H-].[H-].[H-].[H-].[Li+].[Al+3] (LiAlH4), C(C)(C)O (isopropanol), [Cl-].[Na+] (sodium chloride). The solvent is O1CCCC1 (tetrahydrofuran). Run at time 12 hour. The product is ClC=1C2=C(SC1CO)C=C1C(=C2)OCO1 ((3-Chloro-5,6-(methylenedioxy)-benzo[b]thiophen-2-yl)methanol). Reaction SMILES: [Cl:1][C:2]1[C:3]2[CH:13]=[C:12]3[O:14][CH2:15][O:16][C:11]3=[CH:10][C:4]=2[S:5][C:6]=1[C:7](O)=[O:8].[H-].[H-].[H-].[H-].[Li+].[Al+3].C(O)(C)C.[Cl-].[Na+]>O1CCCC1>[Cl:1][C:2]1[C:3]2[CH:13]=[C:12]3[O:14][CH2:15][O:16][C:11]3=[CH:10][C:4]=2[S:5][C:6]=1[CH2:7][OH:8] |f:1.2.3.4.5.6,8.9|. Procedure details: 0.14 mol of the compound obtained in Step B is added at 5° C. under an inert atmosphere to a solution of 0.15 mol of LiAlH4 in 450 ml of tetrahydrofuran. After 2 hours' reaction at ambient temperature, the reaction mixture is hydrolysed by the addition of 85 ml of isopropanol and 31 ml of saturated sodium chloride solution. After stirring for 12 hours at ambient temperature, the reaction mixture is filtered over Celite. The organic phase is then concentrated under reduced pressure, taken up in d... Reactants: FC=1C=NC=C(C(=NO)Cl)C1 (5-Fluoro-N-hydroxynicotinimidoyl chloride), ClC1=CC=C(C=C1)C#C (1-chloro-4-ethynylbenzene), N (NH3). The product is ClC1=CC=C(C=C1)C1=CC(=NO1)C=1C=NC=C(C1)F (5-(4-Chlorophenyl)-3-(5-fluoropyridin-3-yl)isoxazole). RXN SMILES: [F:1][C:2]1[CH:3]=[N:4][CH:5]=[C:6]([CH:11]=1)[C:7](Cl)=[N:8][OH:9].[Cl:12][C:13]1[CH:18]=[CH:17][C:16]([C:19]#[CH:20])=[CH:15][CH:14]=1.N>>[Cl:12][C:13]1[CH:18]=[CH:17][C:16]([C:19]2[O:9][N:8]=[C:7]([C:6]3[CH:5]=[N:4][CH:3]=[C:2]([F:1])[CH:11]=3)[CH:20]=2)=[CH:15][CH:14]=1. Procedure details: The titled compound was prepared according to Method CB using the product of Example 28B (88 mg, 0.5 mmol) and 1-chloro-4-ethynylbenzene (Aldrich, 68 mg, 0.5 mmol). 1H NMR (300 MHz, MeOH-d4) δ 7.42 (s, 1H), 7.57 (dt, J=8.9, 2.3 Hz, 2H), 7.92 (dt, J=8.9, 2.3 Hz, 2H), 8.17 (ddd, J=9.3, 2.8, 1.8 Hz, 1H), 8.61 (d, J=2.8 Hz, 1H), 8.96 (t, J=1.6 Hz, 1H) ppm; MS (DCI/NH3) m/z 277 (M+H)+, 275 (M+H)+. Reactants: ClCCl (dichloromethane), COC=1N=C2C(=CC=NC2=CC1)OS(=O)(=O)C(F)(F)F (1,1,1-Trifluoro-methanesulfonic acid 6-methoxy-[1,5]naphthyridin-4-yl ester), C[Si](C)(C)C#C ((trimethylsilyl)acetylene). Reagents/catalysts: C1=CC=C(C=C1)P(C2=CC=CC=C2)C3=CC=CC=C3.C1=CC=C(C=C1)P(C2=CC=CC=C2)C3=CC=CC=C3.Cl[Pd]Cl (bis-(triphenylphosphine)palladium (II) chloride), [Cu]I (copper (I) iodide). The solvent is C(C)N(CC)CC (triethylamine). Product: COC1=NC2=C(C=CN=C2C=C1)C#C[Si](C)(C)C (2-Methoxy-8-trimethylsilanylethynyl-[1,5]naphthyridine). RXN SMILES: [CH3:1][O:2][C:3]1[N:4]=[C:5]2[C:10](=[CH:11][CH:12]=1)[N:9]=[CH:8][CH:7]=[C:6]2OS(C(F)(F)F)(=O)=O.ClCCl.[CH3:24][Si:25]([C:28]#[CH:29])([CH3:27])[CH3:26]>C(N(CC)CC)C.C1C=CC(P(C2C=CC=CC=2)C2C=CC=CC=2)=CC=1.C1C=CC(P(C2C=CC=CC=2)C2C=CC=CC=2)=CC=1.Cl[Pd]Cl.[Cu]I>[CH3:1][O:2][C:3]1[CH:12]=[CH:11][C:10]2[C:5](=[C:6]([C:29]#[C:28][Si:25]([CH3:27])([CH3:26])[CH3:24])[CH:7]=[CH:8][N:9]=2)[N:4]=1 |f:4.5.6|. Procedure details: 1,1,1-Trifluoro-methanesulfonic acid 6-methoxy-[1,5]naphthyridin-4-yl ester (10 g, 32 mmol) was partially dissolved in triethylamine (80 mL) and dichloromethane was added in small portions until solid was completely dissolved. The resulting solution was degassed and purged with nitrogen, then treated with (trimethylsilyl)acetylene (5 mL, 36 mmole), bis-(triphenylphosphine)palladium (II) chloride (456 mg, 0.65 mmole), and copper (I) iodide (125 mg, 0.65 mmol) at room temperature overnight. Reacti... Reactants: CC(=O)O, COc1ccc2c(-c3ccc(F)cc3)csc2c1, [Na+], [OH-], O. Product: Oc1ccc2c(-c3ccc(F)cc3)csc2c1. Reaction SMILES: [CH3:21][C:22](=[O:23])[OH:24].[F:1][c:2]1[cH:3][cH:4][c:5](-[c:8]2[c:9]3[c:10]([s:11][cH:12]2)[cH:13][c:14]([O:17][CH3:18])[cH:15][cH:16]3)[cH:6][cH:7]1.[Na+:20].[OH-:19].[OH2:25]>>[F:1][c:2]1[cH:3][cH:4][c:5](-[c:8]2[c:9]3[c:10]([s:11][cH:12]2)[cH:13][c:14]([OH:17])[cH:15][cH:16]3)[cH:6][cH:7]1. Starting materials: C(=O)([O-])[O-].[Cs+].[Cs+] (Cs2CO3), CC(C#C)(C)N (1,1-dimethyl-prop-2-ynylamine), BrC=1C=CC(=C(C1)C(=O)C=1C=NC(=CC1)NC1=C(C=C(C=C1)F)F)OC ((5-Bromo-2-methoxy-phenyl)-[6-(2,4-difluoro-phenylamino)-pyridin-3-yl]-methanone). The reagents and catalysts are Cl[Pd]([P](C1=CC=CC=C1)(C2=CC=CC=C2)C3=CC=CC=C3)([P](C4=CC=CC=C4)(C5=CC=CC=C5)C6=CC=CC=C6)Cl (PdCl2(PPh3)2), [Cu]I (CuI). The solvent is C(C)(C)N(CC)C(C)C (diisopropylethylamine). Product: NC(C#CC=1C=CC(=C(C1)C(=O)C=1C=NC(=CC1)NC1=C(C=C(C=C1)F)F)OC)(C)C ([5-(3-Amino-3-methyl-but-1-ynyl)-2-methoxy-phenyl]-[6-(2,4-difluoro-phenylamino)-pyridin-3-yl]-methanone). As a reaction SMILES: Br[C:2]1[CH:3]=[CH:4][C:5]([O:25][CH3:26])=[C:6]([C:8]([C:10]2[CH:11]=[N:12][C:13]([NH:16][C:17]3[CH:22]=[CH:21][C:20]([F:23])=[CH:19][C:18]=3[F:24])=[CH:14][CH:15]=2)=[O:9])[CH:7]=1.C([O-])([O-])=O.[Cs+].[Cs+].[CH3:33][C:34]([NH2:38])([CH3:37])[C:35]#[CH:36]>C(N(C(C)C)CC)(C)C.Cl[Pd](Cl)([P](C1C=CC=CC=1)(C1C=CC=CC=1)C1C=CC=CC=1)[P](C1C=CC=CC=1)(C1C=CC=CC=1)C1C=CC=CC=1.[Cu]I>[NH2:38][C:34]([CH3:37])([CH3:33])[C:35]#[C:36][C:2]1[CH:3]=[CH:4][C:5]([O:25][CH3:26])=[C:6]([C:8]([C:10]2[CH:11]=[N:12][C:13]([NH:16][C:17]3[CH:22]=[CH:21][C:20]([F:23])=[CH:19][C:18]=3[F:24])=[CH:14][CH:15]=2)=[O:9])[CH:7]=1 |f:1.2.3,^1:50,69|. Reported procedure: (5-Bromo-2-methoxy-phenyl)-[6-(2,4-difluoro-phenylamino)-pyridin-3-yl]-methanone (1.36 g; 3.2 mmol) is dissolved in hot diisopropylethylamine (120 ml). PdCl2(PPh3)2 (680 mg; 0.97 mmol), Cs2CO3 (6.8 g; 0.02 mmol), CuI (0.68 g; 3.57 mmol) and 1,1-dimethyl-prop-2-ynylamine (6.8 ml; 65 mmol) are added and the mixture refluxed under argon for 30 min. The reaction mixture is decanted from the solid, evaporated, taken up in water and extracted three times with ethyl acetate. The combined organic phases... Reactants: CCOC(=O)CCCCCCBr, Cc1ccccc1, c1ccc(P(c2ccccc2)c2ccccc2)cc1. Product: [Br-], CCOC(=O)CCCCCC[P+](c1ccccc1)(c1ccccc1)c1ccccc1. RXN SMILES: [Br:1][CH2:2][CH2:3][CH2:4][CH2:5][CH2:6][CH2:7][C:8](=[O:9])[O:10][CH2:11][CH3:12].[CH3:32][c:33]1[cH:34][cH:35][cH:36][cH:37][cH:38]1.[c:13]1([P:19]([c:20]2[cH:21][cH:22][cH:23][cH:24][cH:25]2)[c:26]2[cH:27][cH:28][cH:29][cH:30][cH:31]2)[cH:14][cH:15][cH:16][cH:17][cH:18]1>>[Br-:1].[CH2:2]([CH2:3][CH2:4][CH2:5][CH2:6][CH2:7][C:8](=[O:9])[O:10][CH2:11][CH3:12])[P+:19]([c:13]1[cH:14][cH:15][cH:16][cH:17][cH:18]1)([c:20]1[cH:21][cH:22][cH:23][cH:24][cH:25]1)[c:26]1[cH:27][cH:28][cH:29][cH:30][cH:31]1. RXN SMILES: [OH:1][CH2:2][CH2:3][CH:4]1[N:9]([CH2:10][C:11]([C:13]2[C:14]([CH3:23])=[C:15]3[C:19](=[CH:20][CH:21]=2)[C:18](=[O:22])[O:17][CH2:16]3)=[O:12])[CH2:8][CH2:7][N:6]([C:24]([O:26][C:27]([CH3:30])([CH3:29])[CH3:28])=[O:25])[CH2:5]1.[BH4-].[Na+]>CO>[OH:12][CH:11]([C:13]1[C:14]([CH3:23])=[C:15]2[C:19](=[CH:20][CH:21]=1)[C:18](=[O:22])[O:17][CH2:16]2)[CH2:10][N:9]1[CH2:8][CH2:7][N:6]([C:24]([O:26][C:27]([CH3:28])([CH3:29])[CH3:30])=[O:25])[CH2:5][CH:4]1[CH2:3][CH2:2][OH:1] |f:1.2|. Solvent: CO (methanol). Reported procedure: tert-Butyl 3-(2-hydroxyethyl)-4-(2-(4-methyl-1-oxo-1,3-dihydroisobenzofuran-5-yl)-2-oxoethyl)piperazine-1-carboxylate (6.16 g, 14.7 mmol) was dissolved in methanol (100 mL) at 0° C. and then NaBH4 (1.67 g, 44.2 mmol) was added. The reaction mixture was warmed up to RT. After ten minutes, TLC showed no SM left. The methanol was evaporated and the residue was taken up with brine and extracted with ethyl acetate twice. The combined organic layers were dried with MgSO4, filtered and concentrated. Th... Starting materials: OCCC1CN(CCN1CC(=O)C=1C(=C2COC(C2=CC1)=O)C)C(=O)OC(C)(C)C (tert-Butyl 3-(2-hydroxyethyl)-4-(2-(4-methyl-1-oxo-1,3-dihydroisobenzofuran-5-yl)-2-oxoethyl)piperazine-1-carboxylate), [BH4-].[Na+] (NaBH4). Yields the product OC(CN1C(CN(CC1)C(=O)OC(C)(C)C)CCO)C=1C(=C2COC(C2=CC1)=O)C (tert-butyl 4-(2-hydroxy-2-(4-methyl-1-oxo-1,3-dihydroisobenzofuran-5-yl)ethyl)-3-(2-hydroxyethyl)piperazine-1-carboxylate). Reactants: [C@@H]12CNCC[C@H]2CN1C(=O)C1=C(C=CC=C1)C=1SC=CC1 ((1R,6S) (3,8-diaza-bicyclo[4.2.0]oct-8-yl)-(2-thiophen-2-yl-phenyl)-methanone), ClC1=NC2=CC=CC=C2N=C1 (2-chloro quinoxaline), C1(=C(C=CC=C1)C(=O)N1CC2CCNCC12)C1=CC=CC=C1 (biphenyl-2-yl-(3,8-diaza-bicyclo[4.2.0]oct-8-yl)-methanone), ClC1=NC(=CC(=N1)C)C (2-chloro-4,6-dimethyl-pyrimidine). Yields the product CC1=NC(=NC(=C1)C)N1C[C@@H]2N(C[C@@H]2CC1)C(=O)C1=C(C=CC=C1)C=1SC=CC1 ((1R,6S) [3-(4,6-Dimethyl-pyrimidin-2-yl)-3,8-diaza-bicyclo[4.2.0]oct-8-yl]-(2-thiophen-2-yl-phenyl)-methanone). As a reaction SMILES: [C@@H:1]12[N:8]([C:9]([C:11]3[CH:16]=[CH:15][CH:14]=[CH:13][C:12]=3[C:17]3[S:18][CH:19]=[CH:20][CH:21]=3)=[O:10])[CH2:7][C@@H:6]1[CH2:5][CH2:4][NH:3][CH2:2]2.C1(C2C=CC=CC=2)C=CC=CC=1C(N1C2C(CCNC2)C1)=O.Cl[C:45]1[N:50]=[C:49]([CH3:51])[CH:48]=[C:47]([CH3:52])[N:46]=1.ClC1C=NC2C(=CC=CC=2)N=1>>[CH3:52][C:47]1[CH:48]=[C:49]([CH3:51])[N:50]=[C:45]([N:3]2[CH2:4][CH2:5][C@@H:6]3[C@@H:1]([N:8]([C:9]([C:11]4[CH:16]=[CH:15][CH:14]=[CH:13][C:12]=4[C:17]4[S:18][CH:19]=[CH:20][CH:21]=4)=[O:10])[CH2:7]3)[CH2:2]2)[N:46]=1. Procedure: The title compound was prepared in a manner analogous to Example 1, substituting (1R,6S) (3,8-diaza-bicyclo[4.2.0]oct-8-yl)-(2-thiophen-2-yl-phenyl)-methanone (Intermediate 7) for biphenyl-2-yl-(3,8-diaza-bicyclo[4.2.0]oct-8-yl)-methanone and 2-chloro-4,6-dimethyl-pyrimidine for 2-chloro quinoxaline. MS (ESI) mass calcd. for C23H24N4OS, 404.53; m/z found 405.2 [M+H]+. 1H NMR (CDCl3) 7.54-7.27 (m, 4H), 7.25-7.12 (m, 2H), 7.07 (dd, J=5.1, 3.6, 0.7H), 6.81-6.75 (m, 0.3H), 6.29 (d, J=17.6, 1H), 4.78...